This data is from the Open Reaction Database (ORD), a public repository of structured organic reaction records. The task is: describe an organic reaction: reactants, conditions, products, and yield Starting materials: COC1=C(O)C=C(C(=C1)O)CC=C(C)C (2-methoxy-5-(3-methyl-2-butenyl)hydroquinone), C(C)(=O)OC(C)=O (acetic anhydride), ice water. Run in N1=CC=CC=C1 (pyridine). Reaction conditions: time 2 hour. Product: C(C)(=O)O.C(C)(=O)O.COC1=C(O)C=C(C(=C1)O)CC=C(C)C (2-methoxy-5-(3-methyl-2-butenyl)hydroquinone diacetate). The yield is 78.0%. As a reaction SMILES: [CH3:1][O:2][C:3]1[CH:9]=[C:8]([OH:10])[C:7]([CH2:11][CH:12]=[C:13]([CH3:15])[CH3:14])=[CH:6][C:4]=1[OH:5].[C:16]([O:19]C(=O)C)(=[O:18])[CH3:17]>N1C=CC=CC=1>[C:16]([OH:19])(=[O:18])[CH3:17].[C:16]([OH:19])(=[O:18])[CH3:17].[CH3:1][O:2][C:3]1[CH:9]=[C:8]([OH:10])[C:7]([CH2:11][CH:12]=[C:13]([CH3:15])[CH3:14])=[CH:6][C:4]=1[OH:5] |f:3.4.5|. Procedure details: A mixture of 2-methoxy-5-(3-methyl-2-butenyl)hydroquinone (2.35 g) and acetic anhydride (4.6 g) in dry pyridine (20 ml) was stirred for 2 hours at ambient temperature. The mixture was poured into ice water (50 ml) and the separated oil was extracted twice with diethyl ether. The combined extracts were washed twice with diluted hydrochloric acid, dried, and concentrated in vacuo to give a white solid, which was recrystallized from n-hexane to yield 2-methoxy-5-(3-methyl-2-butenyl)hydroquinone dia... Reactants: CCCCCCBr, CCCCCCCCCCCCOc1ccc(C(=O)OC)cc1, [K+], [K+], O=C([O-])[O-], CN(C)C=O, COC(=O)c1ccc(O)cc1. Yields the product CCCCCCOc1ccc(C(=O)OC)cc1. RXN SMILES: [Br:41][CH2:42][CH2:43][CH2:44][CH2:45][CH2:46][CH3:47].[CH2:1]([CH2:2][CH2:3][CH2:4][CH2:5][CH2:6][CH2:7][CH2:8][CH2:9][CH2:10][CH2:11][CH3:12])[O:13][c:14]1[cH:15][cH:16][c:17]([C:18](=[O:19])[O:20][CH3:21])[cH:22][cH:23]1.[K+:24].[K+:25].[O-:26][C:27]([O-:28])=[O:29].[O:48]=[CH:49][N:50]([CH3:51])[CH3:52].[OH:30][c:31]1[cH:32][cH:33][c:34]([C:35]([O:36][CH3:37])=[O:38])[cH:39][cH:40]1>>[CH2:1]([CH2:2][CH2:3][CH2:4][CH2:5][CH3:6])[O:13][c:14]1[cH:15][cH:16][c:17]([C:18](=[O:19])[O:20][CH3:21])[cH:22][cH:23]1. Starting materials: NC1=NC=NC(=C1N)Cl (4,5-diamino-6-chloropyrimidine), COC1=C(C(=O)O)C=C(C(=C1)OC)Br (2,4-dimethoxy-5-bromo-benzoic acid). The product is ClC1=C2NC(=NC2=NC=N1)C1=C(C=C(C(=C1)Br)OC)OC (6-Chloro-8-(2,4-dimethoxy-5-bromo-phenyl)-purine). As a reaction SMILES: [NH2:1][C:2]1[C:7]([NH2:8])=[C:6]([Cl:9])[N:5]=[CH:4][N:3]=1.[CH3:10][O:11][C:12]1[CH:20]=[C:19]([O:21][CH3:22])[C:18]([Br:23])=[CH:17][C:13]=1[C:14](O)=O>>[Cl:9][C:6]1[N:5]=[CH:4][N:3]=[C:2]2[C:7]=1[NH:8][C:14]([C:13]1[CH:17]=[C:18]([Br:23])[C:19]([O:21][CH3:22])=[CH:20][C:12]=1[O:11][CH3:10])=[N:1]2. Procedure details: Prepared analogously to Example 14 from 4,5-diamino-6-chloropyrimidine and 2,4-dimethoxy-5-bromo-benzoic acid. Starting materials: C(C)(C)(C)OC(=O)N1CC2(C1)CN(C2)C(NCC2=C(C=C(C=C2)Cl)Cl)=O (6-(2,4-Dichloro-benzylcarbamoyl)-2,6-diaza-spiro[3.3]heptane-2-carboxylic acid tert-butyl ester), FC(C(=O)O)(F)F (trifluoroacetic acid). Run in ClCCl (dichloromethane). Conditions: time 30 minute. Product: ClC1=C(CNC(=O)N2CC3(C2)CNC3)C=CC(=C1)Cl (2,6-Diaza-spiro[3.3]heptane-2-carboxylic acid 2,4-dichloro-benzylamide). Reaction SMILES: C(OC([N:8]1[CH2:11][C:10]2([CH2:14][N:13]([C:15](=[O:26])[NH:16][CH2:17][C:18]3[CH:23]=[CH:22][C:21]([Cl:24])=[CH:20][C:19]=3[Cl:25])[CH2:12]2)[CH2:9]1)=O)(C)(C)C.FC(F)(F)C(O)=O>ClCCl>[Cl:25][C:19]1[CH:20]=[C:21]([Cl:24])[CH:22]=[CH:23][C:18]=1[CH2:17][NH:16][C:15]([N:13]1[CH2:14][C:10]2([CH2:11][NH:8][CH2:9]2)[CH2:12]1)=[O:26]. Procedure details: 6-(2,4-Dichloro-benzylcarbamoyl)-2,6-diaza-spiro[3.3]heptane-2-carboxylic acid tert-butyl ester (20 mg, 50 μmol) and trifluoroacetic acid (740 mg, 6.49 mmol) were dissolved in dichloromethane (2 mL) and the reaction mixture was stirred for 30 min at ambient temperature. Concentration of the reaction mixture in vacuo afforded the title compound which was used without further purification.